Dataset: the Open Reaction Database (ORD), a public repository of structured organic reaction records. Task: describe an organic reaction: reactants, conditions, products, and yield Reactants: C(C)(=O)C1=CC(=C(C=C1)NC(C)=O)Br (N-(4-Acetyl-2-bromo-phenyl)-acetamide). The solvent is Cl (hydrochloric acid). The product is NC1=C(C=C(C=C1)C(C)=O)Br (1-(4-Amino-3-bromo-phenyl)-ethanone). RXN SMILES: [C:1]([C:4]1[CH:9]=[CH:8][C:7]([NH:10]C(=O)C)=[C:6]([Br:14])[CH:5]=1)(=[O:3])[CH3:2]>Cl>[NH2:10][C:7]1[CH:8]=[CH:9][C:4]([C:1](=[O:3])[CH3:2])=[CH:5][C:6]=1[Br:14]. Reported procedure: A solution of N-(4-Acetyl-2-bromo-phenyl)-acetamide (10.0 g, 39.05 mmol) in concentrated hydrochloric acid (200 mL) was stirred for 5 h under reflux. The reaction mixture was concentrated under reduced pressure. The residue was treated with a saturated aqueous solution of NaHCO3 (75 mL), extracted with CH2Cl2 (2×70 mL) and dried over Na2SO4. Evaporation leads to the product (8.35 g, 100%) which was used in step 2 without further purification. Reactants: CO (Methanol), Cl.C(C)(=O)OCC (hydrochloric acid ethyl acetate), C(C1=CC=CC=C1)OC(=O)N[C@@H]1[C@@H](CN(CC1)C(=O)OC(C)(C)C)OC (tert-Butyl cis(±)-4-{[(benzyloxy)carbonyl]amino}-3-methoxypiperidine-1-carboxylate), C[Si](C)(C)N=C=O (Trimethylsilyl isocyanate). The solvent is C(C)(=O)OCC (ethyl acetate). Run at time 45 minute. Yields the product C(N)(=O)N1C[C@H]([C@H](CC1)NC(OCC1=CC=CC=C1)=O)OC (cis(±)-Benzyl (1-carbamoyl-3-methoxypiperidin-4-yl)carbamate). Isolated yield 81.0%. Reaction SMILES: Cl.C(OCC)(=O)C.[CH2:8]([O:15][C:16]([NH:18][C@H:19]1[CH2:24][CH2:23][N:22]([C:25](OC(C)(C)C)=[O:26])[CH2:21][C@H:20]1[O:32][CH3:33])=[O:17])[C:9]1[CH:14]=[CH:13][CH:12]=[CH:11][CH:10]=1.C[Si]([N:38]=C=O)(C)C.CO>C(OCC)(=O)C>[C:25]([N:22]1[CH2:23][CH2:24][C@H:19]([NH:18][C:16](=[O:17])[O:15][CH2:8][C:9]2[CH:14]=[CH:13][CH:12]=[CH:11][CH:10]=2)[C@H:20]([O:32][CH3:33])[CH2:21]1)(=[O:26])[NH2:38] |f:0.1|. Procedure: A 4 N hydrochloric acid/ethyl acetate solution (30 ml, 120 mmol) was added to a solution of tert-butyl cis(±)-4-{[(benzyloxy)carbonyl]amino}-3-methoxypiperidine-1-carboxylate obtained in Example (103a) in ethyl acetate (10 mL). The mixture was stirred for 45 minutes and the solvent was evaporated under reduced pressure. The residue was diluted with dichloromethane, washed with a 1 N aqueous sodium hydroxide solution and brine, dried over anhydrous magnesium sulfate, and then concentrated under r... Reactants: O1CCN(CC1)CCOC1=CC=C2C(=C(C(C2=C1)=O)Br)C1=CC=C(C=C1)Cl (6-(2-Morpholino ethoxy)-2-bromo-3-(4-chlorophenyl)-1H-inden-1-one), O1CCN(CC1)CCOC1=CC=C2C(=C(C(C2=C1)=O)Br)C1=CC=CC=C1 (6-(2-morpholinoethoxy)-2-bromo-3-phenyl-1H-inden-1-one), FC(C1=CC=C(C=C1)B(O)O)(F)F (4-(trifluoromethyl)phenyboronic acid). Yields the product O1CCN(CC1)CCOC1=CC=C2C(=C(C(C2=C1)=O)C1=CC=C(C=C1)C(F)(F)F)C1=CC=C(C=C1)Cl (6-(2-morpholinoethoxy)-3-(4-chlorophenyl)-2-(4-(trifluoromethyl)phenyl)-1H-inden-1-one). The yield is 14.0%. Reaction SMILES: [O:1]1[CH2:6][CH2:5][N:4]([CH2:7][CH2:8][O:9][C:10]2[CH:18]=[C:17]3[C:13]([C:14]([C:21]4[CH:26]=[CH:25][C:24]([Cl:27])=[CH:23][CH:22]=4)=[C:15](Br)[C:16]3=[O:19])=[CH:12][CH:11]=2)[CH2:3][CH2:2]1.O1CCN(CCOC2C=C3C(C(C4C=CC=CC=4)=C(Br)C3=O)=CC=2)CC1.[F:54][C:55]([F:66])([F:65])[C:56]1[CH:61]=[CH:60][C:59](B(O)O)=[CH:58][CH:57]=1>>[O:1]1[CH2:6][CH2:5][N:4]([CH2:7][CH2:8][O:9][C:10]2[CH:18]=[C:17]3[C:13]([C:14]([C:21]4[CH:26]=[CH:25][C:24]([Cl:27])=[CH:23][CH:22]=4)=[C:15]([C:59]4[CH:60]=[CH:61][C:56]([C:55]([F:66])([F:65])[F:54])=[CH:57][CH:58]=4)[C:16]3=[O:19])=[CH:12][CH:11]=2)[CH2:3][CH2:2]1. Reported procedure: The procedure of Step 7 of Example 1 was repeated except for using 6-(2-morpholinoethoxy)-2-bromo-3-(4-chlorophenyl)-1H-inden-1-one obtained in Step 6 of Example 28 as a starting material instead of 6-(2-morpholinoethoxy)-2-bromo-3-phenyl-1H-inden-1-one, 4-(trifluoromethyl)phenyboronic acid instead of 3-pyridinylboronic acid, and being purified by prep HPLC (CH3CN/H2O=7:3) to obtain the title compound (14%). The reactants are C(C)(C)(C)OC(=O)N1CCN(CC1)C1=CC=C(C=C1)NC(=O)C1=CC=C(C=C1)C1=CC=C(C=C1)C=1N=C(NC1)[C@H]1N(CCC1)C([C@H](C(C)C)NC(=O)OC)=O (4-{4-[(4′-{2-[(S)-1-((S)-2-methoxycarbonylamino-3-methyl-butyryl)-pyrrolidin-2-yl]-1H-imidazol-4-yl}-biphenyl-4-carbonyl)-amino]-phenyl}-piperazine-1-carboxylic acid tert-butyl ester), ClCCl (dichloromethane), FC(C(=O)O)(F)F (trifluoroacetic acid). Conditions: time 1 hour. The product is COC(N[C@@H](C(C)C)C(=O)N1[C@@H](CCC1)C=1NC=C(N1)C1=CC=C(C=C1)C1=CC=C(C=C1)C(NC1=CC=C(C=C1)N1CCNCC1)=O)=O ([(S)-2-Methyl-1-((S)-2-{4-[4′-(4-piperazin-1-yl-phenylcarbamoyl)-biphenyl-4-yl]-1H-imidazol-2-yl}-pyrrolidine-1-carbonyl)-propyl]-carbamic acid methyl ester). RXN SMILES: C(OC([N:8]1[CH2:13][CH2:12][N:11]([C:14]2[CH:19]=[CH:18][C:17]([NH:20][C:21]([C:23]3[CH:28]=[CH:27][C:26]([C:29]4[CH:34]=[CH:33][C:32]([C:35]5[N:36]=[C:37]([C@@H:40]6[CH2:44][CH2:43][CH2:42][N:41]6[C:45](=[O:55])[C@@H:46]([NH:50][C:51]([O:53][CH3:54])=[O:52])[CH:47]([CH3:49])[CH3:48])[NH:38][CH:39]=5)=[CH:31][CH:30]=4)=[CH:25][CH:24]=3)=[O:22])=[CH:16][CH:15]=2)[CH2:10][CH2:9]1)=O)(C)(C)C.ClCCl.FC(F)(F)C(O)=O>>[CH3:54][O:53][C:51](=[O:52])[NH:50][C@H:46]([C:45]([N:41]1[CH2:42][CH2:43][CH2:44][C@H:40]1[C:37]1[NH:38][CH:39]=[C:35]([C:32]2[CH:31]=[CH:30][C:29]([C:26]3[CH:27]=[CH:28][C:23]([C:21](=[O:22])[NH:20][C:17]4[CH:16]=[CH:15][C:14]([N:11]5[CH2:10][CH2:9][NH:8][CH2:13][CH2:12]5)=[CH:19][CH:18]=4)=[CH:24][CH:25]=3)=[CH:34][CH:33]=2)[N:36]=1)=[O:55])[CH:47]([CH3:49])[CH3:48]. Procedure: To a solution of [4-{4-[(4′-{2-[(S)-1-((S)-2-methoxycarbonylamino-3-methyl-butyryl)-pyrrolidin-2-yl]-1H-imidazol-4-yl}-biphenyl-4-carbonyl)-amino]-phenyl}-piperazine-1-carboxylic acid tert-butyl ester (42.4 mg, 0.0565 mmol) in dichloromethane (0.67 mL, 10 mmol) was added trifluoroacetic acid (0.3 mL, 0.004 mmol). The reaction mixture was stirred for 1 h at room temperature, concentrated, dissolved in methanol (1 mL), passed through a Stratospheres™ PL-CO3 resin, and the filtrate was concentrated... Starting materials: [H-].[Na+] (sodium hydride), C(C)(C)(C)OC(=O)NC1=C(C(=O)OCC)C=CC=C1[N+](=O)[O-] (ethyl 2-t-butoxycarbonylamino-3-nitrobenzoate), C(#N)C1=C(C=CC=C1)C1=CC=C(CBr)C=C1 (4-(2-cyanophenyl)benzyl bromide). The reagents and catalysts are [I-].[K+] (potassium iodide). The solvent is FC(C(=O)O)(F)F (trifluoroacetic acid), C(Cl)Cl (methylene chloride), O1CCCC1 (tetrahydrofuran). Product: C(#N)C1=C(C=CC=C1)C1=CC=C(C=C1)CNC1=C(C(=O)OCC)C=CC=C1[N+](=O)[O-] (Ethyl 2-[(2'-cyanobiphenyl-4-yl)methyl]amino-3-nitrobenzoate). Isolated yield 85.4%. As a reaction SMILES: C(O[C:6]([NH:8][C:9]1[C:19]([N+:20]([O-:22])=[O:21])=[CH:18][CH:17]=[CH:16][C:10]=1[C:11]([O:13][CH2:14][CH3:15])=[O:12])=O)(C)(C)C.[H-].[Na+].[C:25]([C:27]1[CH:32]=[CH:31][CH:30]=[CH:29][C:28]=1[C:33]1[CH:40]=[CH:39][C:36](CBr)=[CH:35][CH:34]=1)#[N:26]>O1CCCC1.FC(F)(F)C(O)=O.C(Cl)Cl.[I-].[K+]>[C:25]([C:27]1[CH:32]=[CH:31][CH:30]=[CH:29][C:28]=1[C:33]1[CH:40]=[CH:39][C:36]([CH2:6][NH:8][C:9]2[C:19]([N+:20]([O-:22])=[O:21])=[CH:18][CH:17]=[CH:16][C:10]=2[C:11]([O:13][CH2:14][CH3:15])=[O:12])=[CH:35][CH:34]=1)#[N:26] |f:1.2,7.8|. Procedure details: To a solution of ethyl 2-t-butoxycarbonylamino-3-nitrobenzoate (20 g) in tetrahydrofuran (50 ml) was added, while stirring under ice-cooling, sodium hydride (60% dispersion in mineral oil, 2.8 g). The mixture was stirred at room temperature for 20 minutes and to the mixture were then added 4-(2-cyanophenyl)benzyl bromide (18 g) and potassium iodide (360 mg), followed by heating for 10 hours under reflux. The solvent was evaporated to dryness and the residue was partitioned between water (250 ml)... Starting materials: CC(=O)Nc1ccc(Oc2c([N+](=O)[O-])cc(C(=O)O)cc2S(N)(=O)=O)cc1, CC(=O)OC(C)=O. The product is CC(=O)Nc1ccc(Oc2c([N+](=O)[O-])cc(C(=O)O)cc2S(=O)(=O)NC(C)=O)cc1. Reaction SMILES: [C:1]([CH3:2])(=[O:3])[NH:4][c:5]1[cH:6][cH:7][c:8]([O:9][c:10]2[c:11]([N+:23](=[O:24])[O-:25])[cH:12][c:13]([C:14](=[O:15])[OH:16])[cH:17][c:18]2[S:19]([NH2:20])(=[O:21])=[O:22])[cH:26][cH:27]1.[CH3:28][C:29](=[O:30])[O:31][C:32](=[O:33])[CH3:34]>>[C:1]([CH3:2])(=[O:3])[NH:4][c:5]1[cH:6][cH:7][c:8]([O:9][c:10]2[c:11]([N+:23](=[O:24])[O-:25])[cH:12][c:13]([C:14](=[O:15])[OH:16])[cH:17][c:18]2[S:19]([NH:20][C:29]([CH3:28])=[O:30])(=[O:21])=[O:22])[cH:26][cH:27]1. Starting materials: O=C1C=2NCCCN(C2C1=O)CCP(O)(O)=O ([2-(8,9-dioxo-2,6-diazabicyclo[5.2.0]non-1(7)-en-2-yl)ethyl]phosphonic acid), C(C)(C)N(C(C)C)CC (N,N-diisopropylethylamine), ClC(C)OC(C1=CC=CC=C1)=O (benzoic acid-1-chloroethyl ester). Solvent: C(CC(O)(C(=O)O)CC(=O)O)(=O)O (citric acid), CN(C)C=O (DMF). Conditions: temperature 70 celsius, time 36 hour. Yields the product C(C1=CC=CC=C1)(=O)OC(C)OP(OC(C)OC(C1=CC=CC=C1)=O)(=O)CCN1C=2C(C(C2NCCC1)=O)=O ([2-[8,9-Dioxo-2,6-diazabicyclo[5.2.0]non-1(7)-en-2-yl]ethyl]-phosphonic acid bis[1-(benzoyloxy)ethyl]ester). As a reaction SMILES: [O:1]=[C:2]1[C:10](=[O:11])[C:9]2[N:8]([CH2:12][CH2:13][P:14](=[O:17])([OH:16])[OH:15])[CH2:7][CH2:6][CH2:5][NH:4][C:3]1=2.C(N(CC)[CH:22]([CH3:24])[CH3:23])(C)C.Cl[CH:28]([O:30][C:31](=[O:38])[C:32]1[CH:37]=[CH:36][CH:35]=[CH:34][CH:33]=1)[CH3:29]>CN(C=O)C.C(O)(=O)CC(CC(O)=O)(C(O)=O)O>[C:31]([O:30][CH:28]([O:17][P:14]([CH2:13][CH2:12][N:8]1[CH2:7][CH2:6][CH2:5][NH:4][C:3]2[C:2](=[O:1])[C:10](=[O:11])[C:9]1=2)(=[O:15])[O:16][CH:28]([O:30][C:31](=[O:38])[C:23]1[CH:22]=[CH:24][CH:37]=[CH:32][CH:33]=1)[CH3:29])[CH3:29])(=[O:38])[C:32]1[CH:37]=[CH:36][CH:35]=[CH:34][CH:33]=1. Procedure: A solution of the starting [2-(8,9-dioxo-2,6-diazabicyclo[5.2.0]non-1(7)-en-2-yl)ethyl]phosphonic acid (19.22 mmol, 5 g) in dry DMF (100 mL) was treated with N,N-diisopropylethylamine (76.88 mmol, 13.39 mL). The reaction mixture was stirred for 30 minutes at ambient temperature after which benzoic acid-1-chloroethyl ester (57.66 mmole, 10.65 g, synthesis described below) was added. The mixture was then stirred at 70° C. for 36 hours, cooled to ambient temperature and diluted with citric acid (2%... Reactants: C(C1=CC=C(C(=O)Cl)C=C1)(=O)Cl (terephthaloyl chloride), N1=CC=CC=C1 (pyridine), C(C#C)O (propargyl alcohol), CCOCC (ether). Solvent: O (water), O (Water). Yields the product C(C#C)OC(C1=CC=C(C(=O)OCC#C)C=C1)=O (bis(propargyl)terephthalate). RXN SMILES: [C:1](Cl)(=[O:11])[C:2]1[CH:10]=[CH:9][C:5]([C:6](Cl)=[O:7])=[CH:4][CH:3]=1.[CH2:13]([OH:16])[C:14]#[CH:15].CC[O:19][CH2:20][CH3:21].N1C=CC=C[CH:23]=1>O>[CH2:13]([O:16][C:1](=[O:11])[C:2]1[CH:10]=[CH:9][C:5]([C:6]([O:19][CH2:20][C:21]#[CH:23])=[O:7])=[CH:4][CH:3]=1)[C:14]#[CH:15]. Procedure: To a mixture of 10.15 g. of terephthaloyl chloride, 8.41 g. propargyl alcohol and 200 ml. anhydrous ether at 5° under nitrogen is slowly added with stirring 16.1 ml. of pyridine. The reaction mixture is stirred for 4 hours at 5° and for 21/2 hour at room temperature. Water (2 ml.) is added and the mixture is stirred for 1/2 hour. Additional water (100 ml.) is added, the organic layer is extracted with ether and pentane and the reaction mixture is worked up using the procedure of Example 1 to yie...